describe an organic reaction: reactants, conditions, products, and yield From a dataset of the Open Reaction Database (ORD), a public repository of structured organic reaction records. Reactants: BrC=1C(=NC=C(C(=O)NC2=CC=C(C=C2)OC(F)(F)Cl)C1)N1C[C@@H](CC1)O ((R)-5-bromo-N-(4-(chlorodifluoromethoxy)phenyl)-6-(3-hydroxypyrrolidin-1-yl)nicotinamide), C(C)(C)(C)OC(=O)N1C(=CC=C1C#N)B(O)O ((1-(tert-butoxycarbonyl)-5-cyano-1H-pyrrol-2-yl)boronic acid). The product is ClC(OC1=CC=C(C=C1)NC(C1=CN=C(C(=C1)C=1NC(=CC1)C#N)N1C[C@@H](CC1)O)=O)(F)F ((R)—N-(4-(Chlorodifluoromethoxy)phenyl)-5-(5-cyano-1H-pyrrol-2-yl)-6-(3-hydroxypyrrolidin-1-yl)nicotinamide). Reaction SMILES: Br[C:2]1[C:3]([N:22]2[CH2:26][CH2:25][C@@H:24]([OH:27])[CH2:23]2)=[N:4][CH:5]=[C:6]([CH:21]=1)[C:7]([NH:9][C:10]1[CH:15]=[CH:14][C:13]([O:16][C:17]([Cl:20])([F:19])[F:18])=[CH:12][CH:11]=1)=[O:8].C(OC([N:35]1[C:39]([C:40]#[N:41])=[CH:38][CH:37]=[C:36]1B(O)O)=O)(C)(C)C>>[Cl:20][C:17]([F:19])([F:18])[O:16][C:13]1[CH:14]=[CH:15][C:10]([NH:9][C:7](=[O:8])[C:6]2[CH:21]=[C:2]([C:36]3[NH:35][C:39]([C:40]#[N:41])=[CH:38][CH:37]=3)[C:3]([N:22]3[CH2:26][CH2:25][C@@H:24]([OH:27])[CH2:23]3)=[N:4][CH:5]=2)=[CH:11][CH:12]=1. Reported procedure: The title compound was prepared in an analogous fashion to that described in Example 29 using (R)-5-bromo-N-(4-(chlorodifluoromethoxy)phenyl)-6-(3-hydroxypyrrolidin-1-yl)nicotinamide (Stage 22.1) and (1-(tert-butoxycarbonyl)-5-cyano-1H-pyrrol-2-yl)boronic acid (Stage 29.1) to afford a beige solid. UPLC-MS (Condition 3) tR=1.06 min, m/z=474.1 [M+H]+, m/z=472.2 [M−H]−; 1H NMR (400 MHz, DMSO-d6) δ ppm 1.69-1.81 (m, 1H) 1.81-1.91 (m, 1H) 2.94 (d, J=11.74 Hz, 1H) 3.22-3.28 (m, 1H) 3.32 (d, J=3.42 Hz,...